From a dataset of the Open Reaction Database (ORD), a public repository of structured organic reaction records. describe an organic reaction: reactants, conditions, products, and yield Starting materials: Clc1cc(COCc2ccccc2)ncn1, C1CCC2=NCCCN2CC1, CC#N, Oc1ccc2[nH]ccc2c1. Product: c1ccc(COCc2cc(Oc3ccc4[nH]ccc4c3)ncn2)cc1. As a reaction SMILES: [CH2:11]([c:12]1[cH:13][cH:14][cH:15][cH:16][cH:17]1)[O:18][CH2:19][c:20]1[n:21][cH:22][n:23][c:24]([Cl:26])[cH:25]1.[CH2:27]1[CH2:28][CH2:29][C:30]2=[N:35][CH2:34][CH2:33][CH2:32][N:31]2[CH2:36][CH2:37]1.[CH3:38][C:39]#[N:40].[OH:1][c:2]1[cH:3][c:4]2[cH:5][cH:6][nH:7][c:8]2[cH:9][cH:10]1>>[O:1]([c:2]1[cH:3][c:4]2[cH:5][cH:6][nH:7][c:8]2[cH:9][cH:10]1)[c:24]1[n:23][cH:22][n:21][c:20]([CH2:19][O:18][CH2:11][c:12]2[cH:13][cH:14][cH:15][cH:16][cH:17]2)[cH:25]1. The reactants are C(=O)([O-])[O-].[Na+].[Na+] (Na2CO3), [I-].N[N+]1=C(C=CC=C1)CC (1-amino-2-ethylpyridinium iodide), C(C#C)(=O)OCC (Ethyl propiolate). The solvent is CN(C)C=O (DMF). Conditions: time 1 hour. The product is C(C)C1=CC=CC=2N1N=CC2C(=O)OCC (ethyl 7-ethylpyrazolo[1,5-a]-pyridine-3-carboxylate). Isolated yield 23.9%. Reaction SMILES: [C:1]([O-])([O-])=O.[Na+].[Na+].[I-].[NH2:8][N+:9]1C=[CH:13][CH:12]=[CH:11][C:10]=1[CH2:15][CH3:16].[C:17]([O:21][CH2:22][CH3:23])(=[O:20])[C:18]#[CH:19]>CN(C=O)C>[CH2:15]([C:10]1[N:9]2[N:8]=[CH:1][C:18]([C:17]([O:21][CH2:22][CH3:23])=[O:20])=[C:19]2[CH:13]=[CH:12][CH:11]=1)[CH3:16] |f:0.1.2,3.4|. Procedure details: Next, 2.2 g (20.8 mmol) of Na2CO3 were added to a solution of 4.5 g (18.0 mmol) of 1-amino-2-ethylpyridinium iodide in 20 ml of DMF, followed by stirring at room temperature for 1 hour. Ethyl propiolate (3.6 g; 36.7 mmol) was added further, followed by stirring at room temperature for 20 hours. The solvent of the reaction mixture was distilled off. Water was added to the residue, followed by extraction with methylene chloride. After the methylene chloride layer was dried over Na2SO4, the solvent... The reactants are C(CC(C)O)O (butane-1,3-diol), N1=CC=CC=C1 (pyridine), O.C1(=CC=C(C=C1)S(=O)(=O)O)C (toluene-p-sulphonic acid monohydrate), P(Cl)(Cl)(Cl)(Cl)Cl (phosphorus pentachloride), S1C(=CC=C1)CC(=O)N[C@H]1[C@@H]2N(C(=C(CS2)COC(NC(C(Cl)(Cl)Cl)=O)=O)C(=O)OC(C2=CC=CC=C2)C2=CC=CC=C2)C1=O (diphenylmethyl (6R,7R)-7-(thien-2-yl)acetamido-3-trichloroacetylcarbamoyloxymethylceph-3-em-4-carboxylate), C1(=CC=C(C=C1)S(=O)(=O)O)C (toluene-p-sulphonic acid). Run in ClCCl (dichloromethane), C(Cl)(Cl)Cl (chloroform), ClCCl (dichloromethane). RXN SMILES: P(Cl)(Cl)(Cl)(Cl)Cl.N1C=CC=CC=1.S1C=CC=C1CC([NH:21][C@@H:22]1[C:56](=[O:57])[N:24]2[C:25]([C:40]([O:42][CH:43]([C:50]3[CH:55]=[CH:54][CH:53]=[CH:52][CH:51]=3)[C:44]3[CH:49]=[CH:48][CH:47]=[CH:46][CH:45]=3)=[O:41])=[C:26]([CH2:29][O:30][C:31](=[O:39])[NH:32]C(=O)C(Cl)(Cl)Cl)[CH2:27][S:28][C@H:23]12)=O.C(O)CC(O)C.O.[C:65]1([CH3:75])[CH:70]=[CH:69][C:68]([S:71]([OH:74])(=[O:73])=[O:72])=[CH:67][CH:66]=1.C1(C)C=CC(S(O)(=O)=O)=CC=1>ClCCl.C(Cl)(Cl)Cl>[C:65]1([CH3:75])[CH:66]=[CH:67][C:68]([S:71]([OH:74])(=[O:72])=[O:73])=[CH:69][CH:70]=1.[NH2:21][C@@H:22]1[C:56](=[O:57])[N:24]2[C:25]([C:40]([O:42][CH:43]([C:50]3[CH:51]=[CH:52][CH:53]=[CH:54][CH:55]=3)[C:44]3[CH:49]=[CH:48][CH:47]=[CH:46][CH:45]=3)=[O:41])=[C:26]([CH2:29][O:30][C:31](=[O:39])[NH2:32])[CH2:27][S:28][C@H:23]12 |f:4.5,9.10|. Reaction conditions: time 1 hour. The product is C1(=CC=C(C=C1)S(=O)(=O)O)C.N[C@H]1[C@@H]2N(C(=C(CS2)COC(N)=O)C(=O)OC(C2=CC=CC=C2)C2=CC=CC=C2)C1=O (Diphenylmethyl (6R,7R)-7-Amino-3-carbamoyloxymethylceph-3-em-4-carboxylate Toluene-p-sulphonic Acid Salt). Procedure details: A stirred suspension of phosphorus pentachloride (156 g, 0.75 mole) in dry dichloromethane (1.5 liters) was cooled in an ice-bath and treated with pyridine (60.5 ml, 0.75 mole) at such a rate that the temperature of the mixture remained at ca. 20° to 25°. The mixture was stirred and cooled to 8° and diphenylmethyl (6R,7R)-7-(thien-2-yl)acetamido-3-trichloroacetylcarbamoyloxymethylceph-3-em-4-carboxylate (354.5 g,0.5 mole) was added in portions over 10 minutes. The mixture was stirred at ca. 8° f... Isolated yield 91.5%. Reactants: COC1=CC=C(C=C1)C(=O)CCCl (2-chloroethyl 4-methoxyphenyl Ketone), [Cl-].[Al+3].[Cl-].[Cl-] (aluminium chloride). The solvent is C(Cl)Cl (methylene chloride). Product: C(=C)C(=O)C1=CC=C(C=C1)O (4-hydroxyphenyl Vinyl Ketone). The yield is 73.2%. Reaction SMILES: C[O:2][C:3]1[CH:8]=[CH:7][C:6]([C:9]([CH2:11][CH2:12]Cl)=[O:10])=[CH:5][CH:4]=1.[Cl-].[Al+3].[Cl-].[Cl-]>C(Cl)Cl>[CH:11]([C:9]([C:6]1[CH:5]=[CH:4][C:3]([OH:2])=[CH:8][CH:7]=1)=[O:10])=[CH2:12] |f:1.2.3.4|. Procedure details: 2-Chloroethyl 4-methoxyphenyl ketone (b) (69.4 g) was dissolved in methylene chloride (200 mL), to which was added aluminium chloride (130.8 g) little by little. The resulting mixture was heated with a mantle heater for 2 hours under reflux. After the reaction, the reaction liquid was cooled and poured into ice, and the organic phase was extracted out with ethyl acetate (200 mL) and transferred into a separating funnel. The organic phase was washed with water, and then processed with aqueous 2 M... Reactants: ClC1=NC=NC2=CC(=C(C=C12)OC)OC1CCN(CC1)C(=O)OC(C)(C)C (tert-butyl 4-[(4-chloro-6-methoxyquinazolin-7-yl)oxy]piperidine-1-carboxylate), FC1=C(N)C=C(C=C1)Cl (2-fluoro-5-chloroaniline), Cl.ClC=1C=C(C=CC1F)NC1=NC=NC2=CC(=C(C=C12)OC)OC1CCNCC1 (N-(3-chloro-4-fluorophenyl)-6-methoxy-7-(piperidin-4-yloxy)quinazolin-4-amine hydrochloride). Yields the product Cl.ClC=1C=CC(=C(C1)NC1=NC=NC2=CC(=C(C=C12)OC)OC1CCNCC1)F (N-(5-chloro-2-fluorophenyl)-6-methoxy-7-(piperidin-4-yloxy)quinazolin-4-amine hydrochloride). RXN SMILES: [Cl:1][C:2]1[C:11]2[C:6](=[CH:7][C:8]([O:14][CH:15]3[CH2:20][CH2:19][N:18](C(OC(C)(C)C)=O)[CH2:17][CH2:16]3)=[C:9]([O:12][CH3:13])[CH:10]=2)[N:5]=[CH:4][N:3]=1.[F:28][C:29]1[CH:35]=[CH:34][C:33]([Cl:36])=[CH:32][C:30]=1[NH2:31].Cl.ClC1C=C(NC2C3C(=CC(OC4CCNCC4)=C(OC)C=3)N=CN=2)C=CC=1F>>[ClH:1].[Cl:36][C:33]1[CH:34]=[CH:35][C:29]([F:28])=[C:30]([NH:31][C:2]2[C:11]3[C:6](=[CH:7][C:8]([O:14][CH:15]4[CH2:16][CH2:17][NH:18][CH2:19][CH2:20]4)=[C:9]([O:12][CH3:13])[CH:10]=3)[N:5]=[CH:4][N:3]=2)[CH:32]=1 |f:2.3,4.5|. Procedure: tert-butyl 4-[(4-chloro-6-methoxyquinazolin-7-yl)oxy]piperidine-1-carboxylate was coupled with 2-fluoro-5-chloroaniline using an analogous process to that described in Example 22 (preparation of starting materials) for the preparation of N-(3-chloro-4-fluorophenyl)-6-methoxy-7-(piperidin-4-yloxy)quinazolin-4-amine hydrochloride, to give N-(5-chloro-2-fluorophenyl)-6-methoxy-7-(piperidin-4-yloxy)quinazolin-4-amine hydrochloride; 1H NMR Spectrum: (DMSO d6) 1.8-2.1 (m, 2H), 2.1-2.35 (m, 2H), 3.0-3....